This data is from the Open Reaction Database (ORD), a public repository of structured organic reaction records. The task is: describe an organic reaction: reactants, conditions, products, and yield Reactants: COC1=CC=C2C=NC(NC2=C1C(C)C)=O (7-Methoxy-8-(2-propyl)quinazol-2(1H)-one), P(=O)(Cl)(Cl)Cl (phosphorus oxychloride). Reaction conditions: temperature 110 celsius. Product: ClC1=NC2=C(C(=CC=C2C=N1)OC)C(C)C (2-Chloro-8-isopropyl-7-methoxy-quinazoline). RXN SMILES: [CH3:1][O:2][C:3]1[C:12]([CH:13]([CH3:15])[CH3:14])=[C:11]2[C:6]([CH:7]=[N:8][C:9](=O)[NH:10]2)=[CH:5][CH:4]=1.P(Cl)(Cl)([Cl:19])=O>>[Cl:19][C:9]1[N:8]=[CH:7][C:6]2[C:11](=[C:12]([CH:13]([CH3:15])[CH3:14])[C:3]([O:2][CH3:1])=[CH:4][CH:5]=2)[N:10]=1. Reported procedure: 7-Methoxy-8-(2-propyl)quinazol-2(1H)-one (1.2 g) was dissolved in 25 mL of phosphorus oxychloride, and the resulting reaction mixture was heated at 110° C. for 2 hours. Excess POCl3 was removed under reduced pressure. To the residue ice-cold water was added, and the product was extracted with ethyl acetate (3×50 mL). The combined organic extract was washed with brine, dried over anhydrous sodium sulfate, and concentrated to give the title compound. This was purified on a column of silica gel (He... Starting materials: CC1=C(OC(C(=O)OC)=COC)C=CC(=C1)Cl (methyl 2-(2-methyl-4-chlorophenoxy)-3-methoxyacrylate), BrN1C(CCC1=O)=O (N-bromosuccinimide), N(=NC(C#N)(C)C)C(C#N)(C)C (azobisisobutyronitrile). Product: BrCC1=C(OC(C(=O)OC)=COC)C=CC=C1 (methyl 2-(2-bromomethylphenoxy)-3-methoxyacrylate). As a reaction SMILES: [CH3:1][C:2]1[CH:16]=[C:15](Cl)[CH:14]=[CH:13][C:3]=1[O:4][C:5](=[CH:10][O:11][CH3:12])[C:6]([O:8][CH3:9])=[O:7].[Br:18]N1C(=O)CCC1=O.N(C(C)(C)C#N)=NC(C)(C)C#N>>[Br:18][CH2:1][C:2]1[CH:16]=[CH:15][CH:14]=[CH:13][C:3]=1[O:4][C:5](=[CH:10][O:11][CH3:12])[C:6]([O:8][CH3:9])=[O:7]. Procedure details: A mixture of 5.13 g of methyl 2-(2-methyl-4-chlorophenoxy)-3-methoxyacrylate, 3.56 g of N-bromosuccinimide, and a catalytic amount of azobisisobutyronitrile was heated at reflux with light irradiation for 4 hours. The mixture was filtered through silica gel, and the solvent evaporated to give a crude sample of methyl 2-(2-bromomethylphenoxy)-3-methoxyacrylate. A mixture of this crude material and 2.46 g of sodium acetate in N,N-dimethylformamide was heated at 100 C. for 4 hours. Water was added ... The reactants are FC=1C=C2C(=NC1)COC2=O (3-Fluorofuro[3,4-b]pyridin-5 (7H)-one), ClC1=CC=C(C=C1)O (4-chlorophenol). The product is ClC1=CC=C(OCC2=C(C(=O)O)C=C(C=N2)F)C=C1 (2-[(4-Chlorophenoxy)methyl]-5-fluoronicotinic acid). As a reaction SMILES: [F:1][C:2]1[CH:3]=[C:4]2[C:10](=[O:11])[O:9][CH2:8][C:5]2=[N:6][CH:7]=1.[Cl:12][C:13]1[CH:18]=[CH:17][C:16]([OH:19])=[CH:15][CH:14]=1>>[Cl:12][C:13]1[CH:18]=[CH:17][C:16]([O:19][CH2:8][C:5]2[N:6]=[CH:7][C:2]([F:1])=[CH:3][C:4]=2[C:10]([OH:9])=[O:11])=[CH:15][CH:14]=1. Procedure: The title compound was prepared according to the procedure described in step 2 of Example 18 from 3-fluorofuro[3,4-b]pyridin-5(7H)-one (step 4) and 4-chlorophenol: Starting materials: COC(CN1C(CCC2=CC=CC=C12)=O)=O ((2-Oxo-3,4-dihydro-2H-quinolin-1-yl)-acetic acid methyl ester), O1C(NC2=C1C=CC=C2)=O (3H-benzooxazol-2-one), (6-Chlorosulfonyl-2-oxo-benzooxazo-3-yl}-acetic acid methyl ester, Compound 76B. Product: O=C1OC2=C(N1CC(=O)O)C=CC=C2 ((2-Oxo-benzooxazol-3-yl)-acetic acid). Yield: 89.0%. Reaction SMILES: C[O:2][C:3](=[O:16])[CH2:4][N:5]1[C:14]2[C:9](=[CH:10][CH:11]=[CH:12][CH:13]=2)CC[C:6]1=[O:15].[O:17]1C2C=CC=CC=2NC1=O>>[O:17]=[C:6]1[N:5]([CH2:4][C:3]([OH:2])=[O:16])[C:14]2[CH:13]=[CH:12][CH:11]=[CH:10][C:9]=2[O:15]1. Reported procedure: Compound 76A was prepared analogously to compound 49A using 3H-benzooxazol-2-one. Yield was 89%. 400 MHz 1H NMR (CDCl3) δ 7.1-7.22 (m, 3H), 6.85 (d, 1H), 4.54 (s, 2H), 3.76 (s, 3H). Step 2. Preparation of (6-Chlorosulfonyl-2-oxo-benzooxazo-3-yl}-acetic acid methyl ester (Compound 76B) The reactants are product, C(C)(=O)C=1ON=C2C=CC=CC12 (acetylanthranil), Cl (hydrochloric acid), 5a, C(C=1C(N)=CC=CC1)(=O)O (anthranilic acid), C(=O)(Cl)Cl (phosgene), ClC(Cl)(OC(OC(Cl)(Cl)Cl)=O)Cl (triphosgene), ( 5b ). Run in CO (methanol), CO (MeOH). Yields the product 5a, Cl.ClC(=N)N (chloroformamidine hydrochloride), N1=CN=CC2=CC=CC=C12 (quinazoline). As a reaction SMILES: C([C:4]1O[N:6]=[C:7]2[C:12]=1[CH:11]=[CH:10][CH:9]=[CH:8]2)(=O)C.[ClH:13].C(O)(=O)C1[C:16](=CC=CC=1)[NH2:17].C(Cl)([Cl:26])=O.ClC(Cl)(OC(=O)OC(Cl)(Cl)Cl)Cl>CO>[ClH:26].[Cl:13][C:7]([NH2:6])=[NH:17].[N:6]1[C:7]2[C:12](=[CH:11][CH:10]=[CH:9][CH:8]=2)[CH:4]=[N:17][CH:16]=1 |f:6.7|. Reported procedure: treating the acetylanthranil compound of step (4) with MeOH, followed by hydrochloric acid, to obtain a compound of the formula: ##STR46## (5a') treating the anthranilic acid of step (3) with phosgene or triphosgene to form a compound of the formula: ##STR47## which is further treated with methanol; (5b) reacting the product of step (5a) or (5a') with chloroformamidine hydrochloride to obtain a quinazoline compound of the formula: ##STR48## then subjecting the resulting quinazoline compound to a... Reactants: [BH3-]C#N, C=CCOC(=O)c1cc(F)cn1N, CO, CC(C)CC=O, [Na+]. Product: C=CCOC(=O)c1cc(F)cn1NCCC(C)C. Reaction SMILES: [C:20]([BH3-:21])#[N:22].[CH2:1]([CH:2]=[CH2:3])[O:4][C:5](=[O:6])[c:7]1[n:8]([NH2:13])[cH:9][c:10]([F:12])[cH:11]1.[CH3:24][OH:25].[CH:14]([CH2:15][CH:16]([CH3:17])[CH3:18])=[O:19].[Na+:23]>>[CH2:1]([CH:2]=[CH2:3])[O:4][C:5](=[O:6])[c:7]1[n:8]([NH:13][CH2:14][CH2:15][CH:16]([CH3:17])[CH3:18])[cH:9][c:10]([F:12])[cH:11]1. The reactants are C(C1=CC=CC=C1)=O (benzaldehyde), C(C)O (ethanol). Reagents/catalysts: catalyst. The product is C(C1=CC=CC=C1)(=O)OC (methyl benzoate). Reaction SMILES: [CH:1](=[O:8])[C:2]1[CH:7]=[CH:6][CH:5]=[CH:4][CH:3]=1.[CH2:9]([OH:11])C>>[C:1]([O:11][CH3:9])(=[O:8])[C:2]1[CH:7]=[CH:6][CH:5]=[CH:4][CH:3]=1. Reported procedure: Substantially the same procedure as in Example 7 was repeated, except that the activated catalyst prepared in Example 4 was used, that benzaldehyde was used instead of the methacrolein, and that ethanol was used instead of the methanol, to thereby effect a reaction for producing methyl benzoate. Analysis was made with respect to the reaction mixture which was withdrawn from the outlet of the reactor 10 hours after the start of the reaction. As a result, it was found that the conversion of benzal...